This data is from the Open Reaction Database (ORD), a public repository of structured organic reaction records. The task is: describe an organic reaction: reactants, conditions, products, and yield The reactants are O=C1CC(c2nc3ccc(Br)cc3s2)C1, [BH3-]C#N, C1CCNC1, CO, [Na+]. The product is Brc1ccc2nc(C3CC(N4CCCC4)C3)sc2c1. As a reaction SMILES: [Br:6][c:7]1[cH:8][c:9]2[c:10]([n:11][c:12]([CH:14]3[CH2:15][C:16](=[O:18])[CH2:17]3)[s:13]2)[cH:19][cH:20]1.[C:21]([BH3-:22])#[N:23].[CH2:1]1[CH2:2][CH2:3][NH:4][CH2:5]1.[CH3:25][OH:26].[Na+:24]>>[CH2:1]1[CH2:2][CH2:3][N:4]([CH:16]2[CH2:15][CH:14]([c:12]3[n:11][c:10]4[c:9]([cH:8][c:7]([Br:6])[cH:20][cH:19]4)[s:13]3)[CH2:17]2)[CH2:5]1. The reactants are [N+](=O)([O-])[O-].[Na+] (sodium nitrate), C(C)C1=CC=C(C=C1)O (4-ethylphenol), Cl (hydrochloric acid). Run in CCOCC (ether), O (water), O (water). Reaction conditions: time 3 day. The product is C(C)C1=CC(=C(C=C1)O)[N+](=O)[O-] (4-ethyl-2-nitrophenol). Isolated yield 95.0%. RXN SMILES: [N+:1]([O-:4])([O-])=[O:2].[Na+].[CH2:6]([C:8]1[CH:13]=[CH:12][C:11]([OH:14])=[CH:10][CH:9]=1)[CH3:7].Cl>O.CCOCC>[CH2:6]([C:8]1[CH:13]=[CH:12][C:11]([OH:14])=[C:10]([N+:1]([O-:4])=[O:2])[CH:9]=1)[CH3:7] |f:0.1|. Reported procedure: To a stirred mixture of 130 ml of water, 130 ml of ether, 7.66 g of sodium nitrate and 10.0 g of 4-ethylphenol was added 13 ml of concentrated hydrochloric acid, and the reaction was continued at room temperature for 3 days. To the reaction mixture was added 300 ml of water and the mixture was extracted with 500 ml of ether. The extract was washed with water, then a brine and dried with anhydrous sodium sulfate. The drying agent was filtered off and the solvent was distilled away under reduced p... Procedure: In like manner, 5,7-dihydroxy-4-oxo-1,2,3,4-tetrahydroquinoline converted to dl-5-hydroxy-7-(2-heptyloxy)-4-oxo-1,2,3,4-tetrahydroquinoline, an oil. Yields the product COC1=C(C=CC(=C1)CNCCCNCCCCNCCCN)O.ON1C(CC(C2=CC=C(C=C12)OC(C)CCCCC)=O)C (dl-5 Hydroxy-2-methyl-7-(2-heptyloxy)-4-oxo-1,2,3,4-tetrahydroquinoline). Reactants: OC1=C2C(CCNC2=CC(=C1)O)=O (5,7-dihydroxy-4-oxo-1,2,3,4-tetrahydroquinoline), COC1=C(C=CC(=C1)CNCCCNCCCCNCCCN)O.ON1CCC(C2=CC=C(C=C12)OC(C)CCCCC)=O (dl-5 hydroxy-7-(2-heptyloxy)-4-oxo-1,2,3,4-tetrahydroquinoline). As a reaction SMILES: O[C:2]1C=C(O)C=C2C=1C(=O)CCN2.[CH3:14][O:15][C:16]1[CH:21]=[C:20]([CH2:22][NH:23][CH2:24][CH2:25][CH2:26][NH:27][CH2:28][CH2:29][CH2:30][CH2:31][NH:32][CH2:33][CH2:34][CH2:35][NH2:36])[CH:19]=[CH:18][C:17]=1[OH:37].[OH:38][N:39]1[C:48]2[C:43](=[CH:44][CH:45]=[C:46]([O:49][CH:50]([CH2:52][CH2:53][CH2:54][CH2:55][CH3:56])[CH3:51])[CH:47]=2)[C:42](=[O:57])[CH2:41][CH2:40]1>>[CH3:14][O:15][C:16]1[CH:21]=[C:20]([CH2:22][NH:23][CH2:24][CH2:25][CH2:26][NH:27][CH2:28][CH2:29][CH2:30][CH2:31][NH:32][CH2:33][CH2:34][CH2:35][NH2:36])[CH:19]=[CH:18][C:17]=1[OH:37].[OH:38][N:39]1[C:48]2[C:43](=[CH:44][CH:45]=[C:46]([O:49][CH:50]([CH2:52][CH2:53][CH2:54][CH2:55][CH3:56])[CH3:51])[CH:47]=2)[C:42](=[O:57])[CH2:41][CH:40]1[CH3:2] |f:1.2,3.4|. Starting materials: BrC1(C(NC2=CC(=CC=C12)Cl)=O)CC1=CC(=CC=C1)Cl (3-Bromo-6-chloro-3-(3-chloro-benzyl)-1,3-dihydro-indol-2-one), C(C)OC(CNC(C)C)=O (Isopropylamino-acetic acid ethyl ester), CCN(C(C)C)C(C)C (DIPEA). Run in ClCCl (dichloromethane). Conditions: time 3 hour. Yields the product C(C)OC(CN(C(C)C)C1(C(NC2=CC(=CC=C12)Cl)=O)CC1=CC(=CC=C1)Cl)=O (rac-{[6-Chloro-3-(3-chloro-benzyl)-2-oxo-2,3-dihydro-1H-indol-3-yl]-isopropyl-amino}-acetic acid ethyl ester). The yield is 87.8%. As a reaction SMILES: Br[C:2]1([CH2:13][C:14]2[CH:19]=[CH:18][CH:17]=[C:16]([Cl:20])[CH:15]=2)[C:10]2[C:5](=[CH:6][C:7]([Cl:11])=[CH:8][CH:9]=2)[NH:4][C:3]1=[O:12].[CH2:21]([O:23][C:24](=[O:30])[CH2:25][NH:26][CH:27]([CH3:29])[CH3:28])[CH3:22].CCN(C(C)C)C(C)C>ClCCl>[CH2:21]([O:23][C:24](=[O:30])[CH2:25][N:26]([C:2]1([CH2:13][C:14]2[CH:19]=[CH:18][CH:17]=[C:16]([Cl:20])[CH:15]=2)[C:10]2[C:5](=[CH:6][C:7]([Cl:11])=[CH:8][CH:9]=2)[NH:4][C:3]1=[O:12])[CH:27]([CH3:29])[CH3:28])[CH3:22]. Procedure: At room temperature, 3-Bromo-6-chloro-3-(3-chloro-benzyl)-1,3-dihydro-indol-2-one (4.57 g, 12.3 mmol) and Isopropylamino-acetic acid ethyl ester (2.15 g, 14.8 mmol), DIPEA (2.14 ml) were mixed in about 40 ml dichloromethane. After stirred for about 3 h, the solution was concentrated and the crude product was purified by chromatography to obtain 4.7 g solid rac-{[6-Chloro-3-(3-chloro-benzyl)-2-oxo-2,3-dihydro-1H-indol-3-yl]-isopropyl-amino}-acetic acid ethyl ester. MS: 435 (M+H)+. Reported procedure: Replacing (S)-1-t-butoxycarbonyl-2-pyrrolidinemethanol of Example 15 with (R)-1-t-butoxycarbonyl-2-pyrrolidinemethanol (Aldrich Chemical Co.), and following the procedure of steps 15a and 15b, the title compound was prepared. The MS and 1H NMR spectra were similar to compound 15a. The product is Cl.Cl.CC1=NC=CC=C1OC[C@@H]1NCCC1 (2-methyl-3-(2-(R)-pyrrolidinylmethoxy)pyridine dihydrochloride). Reactants: C(C)(C)(C)OC(=O)N1[C@H](CCC1)CO ((R)-1-t-butoxycarbonyl-2-pyrrolidinemethanol), ClC=1C=C(C=NC1)OC[C@H]1N(CCC1)C(=O)OC(C)(C)C (5-chloro-3-((1-t-butoxycarbonyl-2-(S)-pyrrolidinyl)methoxy)pyridine), C(C)(C)(C)OC(=O)N1[C@@H](CCC1)CO ((S)-1-t-Butoxycarbonyl-2-pyrrolidinemethanol). As a reaction SMILES: C(OC([N:8]1[CH2:12][CH2:11][CH2:10][C@@H:9]1[CH2:13][OH:14])=O)(C)(C)C.[Cl:15]C1C=C(OC[C@@H]2CCCN2C(OC(C)(C)C)=O)C=NC=1.C(O[C:41]([N:43]1[CH2:47][CH2:46][CH2:45][C@H:44]1[CH2:48]O)=O)(C)(C)C>>[ClH:15].[ClH:15].[CH3:48][C:44]1[C:45]([O:14][CH2:13][C@H:9]2[CH2:10][CH2:11][CH2:12][NH:8]2)=[CH:46][CH:47]=[CH:41][N:43]=1 |f:3.4.5|. Starting materials: CSC1=C(C=C(C=C1)C)OCC#N (4-methylthio-m-tolyloxyacetonitrile), C1(=CC=C(C=C1)S(=O)(=O)O)C.C(CN)N (ethylenediamine p-toluenesulfonate), ClC1=C(C=CC=C1)Cl (1,2-dichlorobenzene), CSC1=C(C=C(C=C1)C)OCC=1NCCN1 (2-((4-(methylthio)-m-tolyloxy)methyl)-2-imidazoline). Solvent: C(Cl)Cl (CH2Cl2). Product: CC=1C=CC(=CC1)S(=O)(=O)O (p-toluenesulfonate). Isolated yield 188.2%. As a reaction SMILES: CSC1C=CC(C)=CC=1OCC1NCCN=1.CSC1C=CC(C)=CC=1OCC#N.[C:30]1([CH3:40])[CH:35]=[CH:34][C:33]([S:36]([OH:39])(=[O:38])=[O:37])=[CH:32][CH:31]=1.C(N)CN.ClC1C=CC=CC=1Cl>C(Cl)Cl>[CH3:40][C:30]1[CH:35]=[CH:34][C:33]([S:36]([OH:39])(=[O:38])=[O:37])=[CH:32][CH:31]=1 |f:2.3|. Procedure details: The product, 2-((4-(methylthio)-m-tolyloxy)methyl)-2-imidazoline, was prepared by heating 19.3 g of 4-methylthio-m-tolyloxyacetonitrile, 23.3 g of ethylenediamine p-toluenesulfonate and 75 ml of 1,2-dichlorobenzene substantially as described in previous examples. Upon cooling the reaction mixture, diluting with CH2Cl2 and filtering, 32.5 g of p-toluenesulfonate salt was obtained. The p-toluenesulfonate salt was then slurried in water and CH2Cl2 and then basified. The CH2Cl2 layer was separated a...